Task: describe an organic reaction: reactants, conditions, products, and yield. Dataset: the Open Reaction Database (ORD), a public repository of structured organic reaction records The reactants are O=C1CCCc2nc(OCc3ccccc3)ccc21, NOCc1ccccc1, Cl, c1ccncc1. Yields the product c1ccc(CONC2CCCc3nc(OCc4ccccc4)ccc32)cc1. As a reaction SMILES: [CH2:1]([c:2]1[cH:3][cH:4][cH:5][cH:6][cH:7]1)[O:8][c:9]1[n:10][c:11]2[c:16]([cH:17][cH:18]1)[C:15](=[O:19])[CH2:14][CH2:13][CH2:12]2.[CH2:21]([c:22]1[cH:23][cH:24][cH:25][cH:26][cH:27]1)[O:28][NH2:29].[ClH:20].[cH:30]1[cH:31][cH:32][n:33][cH:34][cH:35]1>>[CH2:1]([c:2]1[cH:3][cH:4][cH:5][cH:6][cH:7]1)[O:8][c:9]1[n:10][c:11]2[c:16]([cH:17][cH:18]1)[CH:15]([NH:29][O:28][CH2:21][c:22]1[cH:23][cH:24][cH:25][cH:26][cH:27]1)[CH2:14][CH2:13][CH2:12]2. Starting materials: ClC1=NC2=CC=C(C=C2C=C1)Cl (2,6-dichloroquinoline), COC=1C=C(CN)C=CC1 (3-methoxybenzylamine), N1=CC(=CC=C1)CN (3-picolylamine). The product is COC=1C=C(CNC2=NC3=CC=C(C=C3C=C2)NCC=2C=NC=CC2)C=CC1 (N2-(3-Methoxy-benzyl)-N6-pyridin-3-ylmethyl-quinoline-2,6-diamine). RXN SMILES: Cl[C:2]1[CH:11]=[CH:10][C:9]2[C:4](=[CH:5][CH:6]=[C:7](Cl)[CH:8]=2)[N:3]=1.[CH3:13][O:14][C:15]1[CH:16]=[C:17]([CH:20]=[CH:21][CH:22]=1)[CH2:18][NH2:19].[N:23]1[CH:28]=[CH:27][CH:26]=[C:25]([CH2:29][NH2:30])[CH:24]=1>>[CH3:13][O:14][C:15]1[CH:16]=[C:17]([CH:20]=[CH:21][CH:22]=1)[CH2:18][NH:19][C:2]1[CH:11]=[CH:10][C:9]2[C:4](=[CH:5][CH:6]=[C:7]([NH:30][CH2:29][C:25]3[CH:24]=[N:23][CH:28]=[CH:27][CH:26]=3)[CH:8]=2)[N:3]=1. Procedure details: The title compound, MS: m/e=371.4 (M+H+), was prepared in accordance with the general method of example 1 from 2,6-dichloroquinoline, 3-methoxybenzylamine and 3-picolylamine. Starting materials: NCCNC(CN1C(=NC=C1)[N+](=O)[O-])=O (N-(2-Aminoethyl)-(2-nitroimidazol-1-yl)acetamide), O=C1SCCSC1 (2-oxo-1,4-dithiane). Run in CO (methanol), CC(=O)C (acetone). Product: SCCSCC(=O)NCCNC(CN1C(=NC=C1)[N+](=O)[O-])=O (N-(2-[(2-mercaptoethylthio)acetylamino]ethyl)-(2-nitroimidazol -1-yl)acetamide). Isolated yield 37.5%. RXN SMILES: [NH2:1][CH2:2][CH2:3][NH:4][C:5](=[O:15])[CH2:6][N:7]1[CH:11]=[CH:10][N:9]=[C:8]1[N+:12]([O-:14])=[O:13].[O:16]=[C:17]1[CH2:22][S:21][CH2:20][CH2:19][S:18]1>CO.CC(C)=O>[SH:18][CH2:19][CH2:20][S:21][CH2:22][C:17]([NH:1][CH2:2][CH2:3][NH:4][C:5](=[O:15])[CH2:6][N:7]1[CH:11]=[CH:10][N:9]=[C:8]1[N+:12]([O-:14])=[O:13])=[O:16]. Procedure details: N-(2-Aminoethyl)-(2-nitroimidazol-1-yl)acetamide (40 mg, 0.23 mmol) in methanol (0.5 cm3) was added to 2-oxo-1,4-dithiane (40 mg, 0.27 mmol) in acetone (0.2 cm3) under an atmosphere of dry nitrogen. The mixture was left at room temperature and monitored by n.m.r. spectroscopy until the reaction was complete. The bulk of the solvent was removed, and the resulting material purified by reverse phase h.p.l.c. using aqueous methanol as the eluant. The pure N-(2-[(2-mercaptoethylthio)acetylamino]ethyl... Reactants: Cc1ccccc1, CCOC(C)=O, Cl, Nc1ccccc1B(O)O, O=C(C=Cc1ccccc1)C=Cc1ccccc1, O=C(C=Cc1ccccc1)C=Cc1ccccc1, O=C(C=Cc1ccccc1)C=Cc1ccccc1, [Pd], [Pd], CCCCn1nc(C#N)c(Br)c1CCCS(=O)(=O)c1ccccc1. Product: CCCCn1nc(C#N)c(-c2ccccc2N)c1CCCS(=O)(=O)c1ccccc1. RXN SMILES: [CH3:36][c:37]1[cH:38][cH:39][cH:40][cH:41][cH:42]1.[CH3:43][CH2:44][O:45][C:46](=[O:47])[CH3:48].[ClH:1].[NH2:2][c:3]1[c:4]([B:9]([OH:10])[OH:11])[cH:5][cH:6][cH:7][cH:8]1.[O:51]=[C:52]([CH:53]=[CH:54][c:55]1[cH:56][cH:57][cH:58][cH:59][cH:60]1)[CH:61]=[CH:62][c:63]1[cH:64][cH:65][cH:66][cH:67][cH:68]1.[O:69]=[C:70]([CH:71]=[CH:72][c:73]1[cH:74][cH:75][cH:76][cH:77][cH:78]1)[CH:79]=[CH:80][c:81]1[cH:82][cH:83][cH:84][cH:85][cH:86]1.[O:87]=[C:88]([CH:89]=[CH:90][c:91]1[cH:92][cH:93][cH:94][cH:95][cH:96]1)[CH:97]=[CH:98][c:99]1[cH:100][cH:101][cH:102][cH:103][cH:104]1.[Pd:49].[Pd:50].[c:12]1([S:18](=[O:19])(=[O:20])[CH2:21][CH2:22][CH2:23][c:24]2[c:25]([Br:35])[c:26]([C:33]#[N:34])[n:27][n:28]2[CH2:29][CH2:30][CH2:31][CH3:32])[cH:13][cH:14][cH:15][cH:16][cH:17]1>>[NH2:2][c:3]1[c:4](-[c:25]2[c:24]([CH2:23][CH2:22][CH2:21][S:18]([c:12]3[cH:13][cH:14][cH:15][cH:16][cH:17]3)(=[O:19])=[O:20])[n:28]([CH2:29][CH2:30][CH2:31][CH3:32])[n:27][c:26]2[C:33]#[N:34])[cH:5][cH:6][cH:7][cH:8]1. The reactants are CC(=O)O[BH-](OC(C)=O)OC(C)=O, O=C([O-])O, CNC(=O)c1cc(=O)n(CC=O)c2cc(OC)ccc12, CC(=O)O, ClC(Cl)Cl, ClCCl, [Na+], [Na+], CC(C)(C)OC(=O)N(Cc1ccc2c(c1)OCCO2)C1CCNCC1. Yields the product CNC(=O)c1cc(=O)n(CCN2CCC(N(Cc3ccc4c(c3)OCCO4)C(=O)OC(C)(C)C)CC2)c2cc(OC)ccc12. Reaction SMILES: [C:46]([O:47][BH-:48]([O:49][C:50](=[O:51])[CH3:52])[O:53][C:54](=[O:55])[CH3:56])(=[O:57])[CH3:58].[C:60](=[O:61])([O-:62])[OH:63].[CH3:1][O:2][c:3]1[cH:4][cH:5][c:6]2[c:7]([C:17](=[O:18])[NH:19][CH3:20])[cH:8][c:9](=[O:16])[n:10]([CH2:13][CH:14]=[O:15])[c:11]2[cH:12]1.[CH3:69][C:70](=[O:71])[OH:72].[CH:65]([Cl:66])([Cl:67])[Cl:68].[Cl:73][CH2:74][Cl:75].[Na+:59].[Na+:64].[O:21]1[CH2:22][CH2:23][O:24][c:25]2[c:26]1[cH:27][cH:28][c:29]([CH2:31][N:32]([C:33]([O:34][C:35]([CH3:36])([CH3:37])[CH3:38])=[O:39])[CH:40]1[CH2:41][CH2:42][NH:43][CH2:44][CH2:45]1)[cH:30]2>>[CH3:1][O:2][c:3]1[cH:4][cH:5][c:6]2[c:7]([C:17](=[O:18])[NH:19][CH3:20])[cH:8][c:9](=[O:16])[n:10]([CH2:13][CH2:14][N:43]3[CH2:42][CH2:41][CH:40]([N:32]([CH2:31][c:29]4[cH:28][cH:27][c:26]5[c:25]([cH:30]4)[O:24][CH2:23][CH2:22][O:21]5)[C:33]([O:34][C:35]([CH3:36])([CH3:37])[CH3:38])=[O:39])[CH2:45][CH2:44]3)[c:11]2[cH:12]1.